From a dataset of the Open Reaction Database (ORD), a public repository of structured organic reaction records. describe an organic reaction: reactants, conditions, products, and yield Reactants: O.C1=CC=CC2=NC3=CC=CC=C3C(=C12)C(=O)O (9-acridinecarboxylic acid hydrate), S(=O)(Cl)Cl (thionyl chloride), C(C)OCC (diethyl ether). Yields the product Cl.C1=CC=CC2=NC3=CC=CC=C3C(=C12)C(=O)Cl (9-Acridinecarbonyl chloride hydrochloride). RXN SMILES: O.[CH:2]1[C:15]2[C:6](=[N:7][C:8]3[C:13]([C:14]=2[C:16]([OH:18])=O)=[CH:12][CH:11]=[CH:10][CH:9]=3)[CH:5]=[CH:4][CH:3]=1.C(OCC)C.S(Cl)([Cl:26])=O>>[ClH:26].[CH:2]1[C:15]2[C:6](=[N:7][C:8]3[C:13]([C:14]=2[C:16]([Cl:26])=[O:18])=[CH:12][CH:11]=[CH:10][CH:9]=3)[CH:5]=[CH:4][CH:3]=1 |f:0.1,4.5|. Procedure details: A mixture of 9-acridinecarboxylic acid hydrate (10.0 g, 44.80 mmol) in 80 mL of thionyl chloride was refluxed at 100° C. under nitrogen for 2 hours, and then cooled to 25° C. The resulting solution was reduced to about half the original volume under reduced pressure, and then poured into 500 mL of anhydrous diethyl ether. The yellow precipitate was collected, washed with ether (3×100 mL), and dried under reduced pressure for 2 hours, to produce 12.95 g (~ 100% yield) of the product, which was us... Yield: 100.0%. Conditions: temperature 100 celsius. Starting materials: Br, CCN(CC)C(=O)c1ccc(F)c(F)c1CO, CCOC(C)=O, CC#N, ClCCl, c1ccc(P(c2ccccc2)c2ccccc2)cc1, c1c[nH]cn1. Product: CCN(CC)C(=O)c1ccc(F)c(F)c1Cn1ccnc1. Reaction SMILES: [Br:20].[CH2:21]([CH3:22])[N:23]([C:24]([c:25]1[c:26]([CH2:33][OH:34])[c:27]([F:32])[c:28]([F:31])[cH:29][cH:30]1)=[O:35])[CH2:36][CH3:37].[CH3:46][CH2:47][O:48][C:49](=[O:50])[CH3:51].[CH3:52][C:53]#[N:54].[Cl:43][CH2:44][Cl:45].[c:1]1([P:2]([c:3]2[cH:4][cH:5][cH:6][cH:7][cH:8]2)[c:9]2[cH:10][cH:11][cH:12][cH:13][cH:14]2)[cH:15][cH:16][cH:17][cH:18][cH:19]1.[nH:38]1[cH:39][n:40][cH:41][cH:42]1>>[CH2:21]([CH3:22])[N:23]([C:24]([c:25]1[c:26]([CH2:33][n:38]2[cH:39][n:40][cH:41][cH:42]2)[c:27]([F:32])[c:28]([F:31])[cH:29][cH:30]1)=[O:35])[CH2:36][CH3:37]. Starting materials: CO (methanol), BrCC1(S([C@H]2N(C1C(=O)OCC(Cl)(Cl)Cl)C(C2NC(CC2=CC=CC=C2)=O)=O)=O)C (2,2,2-Trichloroethyl 2-bromomethyl-2-methyl-6-(2-phenylacetamido)-penam-3-carboxylate- 1-oxide), P(Cl)(Cl)(Cl)(Cl)Cl (phosphorus pentachloride), CN(C1=CC=CC=C1)C (dimethyl aniline). Solvent: C(Cl)Cl (methylene chloride). Conditions: temperature -15 celsius, time 2 hour. The product is Cl.BrCC1(S([C@H]2N(C1C(=O)OCC(Cl)(Cl)Cl)C(C2N)=O)=O)C (2,2,2-trichloroethyl 2-bromomethyl-2-methyl-6-aminopenam-3-carboxylate-1-oxide hydrochloride). Yield: 146.3%. As a reaction SMILES: [Br:1][CH2:2][C:3]1([CH3:30])[CH:7]([C:8]([O:10][CH2:11][C:12]([Cl:15])([Cl:14])[Cl:13])=[O:9])[N:6]2[C:16](=[O:28])[CH:17]([NH:18]C(=O)CC3C=CC=CC=3)[C@H:5]2[S:4]1=[O:29].CN(C)C1C=CC=CC=1.P(Cl)(Cl)(Cl)(Cl)Cl.CO>C(Cl)Cl>[ClH:13].[Br:1][CH2:2][C:3]1([CH3:30])[CH:7]([C:8]([O:10][CH2:11][C:12]([Cl:15])([Cl:14])[Cl:13])=[O:9])[N:6]2[C:16](=[O:28])[CH:17]([NH2:18])[C@H:5]2[S:4]1=[O:29] |f:5.6|. Reported procedure: 2,2,2-Trichloroethyl 2-bromomethyl-2-methyl-6-(2-phenylacetamido)-penam-3-carboxylate- 1-oxide (1.12 g) was dissolved in dried methylene chloride (10 ml). To this solution were added dimethyl aniline (0.36 g) under cooling at -15° C. and then phosphorus pentachloride (0.6 g), and the mixture was stirred for 3 hours. To the solution was added anhydrous methanol (0.7 g) under cooling at -40° C. and the solution was stirred for 2 hours and further stirred for 1 hour at -15° C. After the reaction, p... Reactants: C(CC(=O)C)(=O)OCCOC (2-Methoxyethyl Acetoacetate), N\C(=C/C(=O)OC(C)C)\C (1-methylethyl 3-aminocrotonate), [N+](=O)([O-])C=1C=C(C=O)C=CC1 (3-nitrobenzaldehyde). The solvent is CC(C)O (2-propanol), ClCCl (dichloromethane). Yields the product CC=1NC(=C(C(C1C(=O)OCCOC)C1=CC(=CC=C1)[N+](=O)[O-])C(=O)OC(C)C)C (2-Methoxyethyl 1-Methylethyl 1,4-Dihydro-2,6-dimethyl-4-(3-nitrophenyl)-3,5-pyridinedicarboxylate). Yield: 57.5%. As a reaction SMILES: [C:1]([O:7][CH2:8][CH2:9][O:10][CH3:11])(=[O:6])[CH2:2][C:3]([CH3:5])=O.[NH2:12]/[C:13](/[CH3:21])=[CH:14]\[C:15]([O:17][CH:18]([CH3:20])[CH3:19])=[O:16].[N+:22]([C:25]1[CH:26]=[C:27]([CH:30]=[CH:31][CH:32]=1)[CH:28]=O)([O-:24])=[O:23]>CC(O)C.ClCCl>[CH3:5][C:3]1[NH:12][C:13]([CH3:21])=[C:14]([C:15]([O:17][CH:18]([CH3:20])[CH3:19])=[O:16])[CH:28]([C:27]2[CH:30]=[CH:31][CH:32]=[C:25]([N+:22]([O-:24])=[O:23])[CH:26]=2)[C:2]=1[C:1]([O:7][CH2:8][CH2:9][O:10][CH3:11])=[O:6]. Procedure: A solution of 2-methoxyethyl acetoacetate (51) (32 g, 0.2 mol), 1-methylethyl 3-aminocrotonate (52) (28.8 g, 0.2 mol) and 3-nitrobenzaldehyde (30.6 g, 0.2 mol) in 2-propanol (280 mL) was refluxed for 9 h. The mixture was diluted with dichloromethane (1000 mL) and dried (MgSO4), and the solvent was removed with a rotary evaporator. The crude produce was recrystallized from ethyl acetate-petroleum ether to afford 48 g (0.115 mol, 58%) of 50 as a yellow crystalline solid: mp 122°-123° C. (lit.81 mp... Reactants: O=C([O-])[O-], CCCCBr, CC#N, OC1(c2cccc(F)c2F)CCNC1, [K+], [K+], O. Yields the product CCCCN1CCC(O)(c2cccc(F)c2F)C1. RXN SMILES: [C:18](=[O:19])([O-:20])[O-:21].[CH2:24]([CH2:25][CH2:26][CH3:27])[Br:28].[CH3:15][C:16]#[N:17].[F:1][c:2]1[c:3]([C:9]2([OH:14])[CH2:10][NH:11][CH2:12][CH2:13]2)[cH:4][cH:5][cH:6][c:7]1[F:8].[K+:22].[K+:23].[OH2:29]>>[F:1][c:2]1[c:3]([C:9]2([OH:14])[CH2:10][N:11]([CH2:24][CH2:25][CH2:26][CH3:27])[CH2:12][CH2:13]2)[cH:4][cH:5][cH:6][c:7]1[F:8]. Reactants: C(C1=CC=CC=C1)N1CC(C(C(C1=O)=C1SC=CS1)=O)C(=O)OCC (ethyl 1-benzyl-5-(1,3-dithiol-2-ylidene)-4,6-dioxopiperidine-3-carboxylate), [H-].[Na+] (Sodium hydride), O (water), CI (Methyl iodide). Solvent: CN(C=O)C (dimethylformamide), CN(C=O)C (dimethylformamide). Conditions: time 20 minute. Yields the product C(C1=CC=CC=C1)N1CC(C(C(C1=O)=C1SC=CS1)=O)(C(=O)OCC)C (ethyl 1-benzyl-5-(1,3-dithiol-2-ylidene)-3-methyl-4,6-dioxopiperidine-3-carboxylate). Isolated yield 85.2%. RXN SMILES: [H-].[Na+].[CH2:3]([N:10]1[C:15](=[O:16])[C:14](=[C:17]2[S:21][CH:20]=[CH:19][S:18]2)[C:13](=[O:22])[CH:12]([C:23]([O:25][CH2:26][CH3:27])=[O:24])[CH2:11]1)[C:4]1[CH:9]=[CH:8][CH:7]=[CH:6][CH:5]=1.[CH3:28]I.O>CN(C)C=O>[CH2:3]([N:10]1[C:15](=[O:16])[C:14](=[C:17]2[S:18][CH:19]=[CH:20][S:21]2)[C:13](=[O:22])[C:12]([CH3:28])([C:23]([O:25][CH2:26][CH3:27])=[O:24])[CH2:11]1)[C:4]1[CH:9]=[CH:8][CH:7]=[CH:6][CH:5]=1 |f:0.1|. Procedure details: Sodium hydride (60% dispersion in oil, 175 mg) is suspended in dimethylformamide (10 ml), and thereto is added dropwise a solution of ethyl 1-benzyl-5-(1,3-dithiol-2-ylidene)-4,6-dioxopiperidine-3-carboxylate (1.3 g) in dimethylformamide (30 ml) under ice-cooling. The mixture is stirred at the same temperature for 20 minutes. Methyl iodide (0.7 ml) is added to the mixture, and the mixture is stirred under ice-cooling for 1.5 hours and then at room temperature for 1.5 hours. The mixture is poured... Starting materials: biphenyl imidazolyl tert-butyl ester, C(CCC)C1=CN=C2N1C(CC=C2CC(=O)OC(C)(C)C)C2=CC=C(C=C2)C2=C(C=CC=C2)C2=NN=NN2 (1,1-Dimethylethyl 3-butyl-5,6-dihydro-5-[2 '-(1H-tetrazol-5-yl) [1,1'-biphenyl]-4-yl]imidazo[1,2-a]pyridin-8-acetate), C(=O)(C(F)(F)F)O (TFA). Solvent: C(Cl)(Cl)Cl (chloroform). Yields the product C(CCC)C1=CN=C2N1C(CC=C2CC(=O)O)C2=CC=C(C=C2)C2=C(C=CC=C2)C2=NN=NN2 (3-Butyl-5,6-dihydro-5-[2'-(1H-tetrazol-5-yl)[1,1-biphenyl]-4-yl]imidazo[1,2-a]pyridin-8-acetic acid). Reaction SMILES: [CH2:1]([C:5]1[N:9]2[CH:10]([C:22]3[CH:27]=[CH:26][C:25]([C:28]4[CH:33]=[CH:32][CH:31]=[CH:30][C:29]=4[C:34]4[NH:38][N:37]=[N:36][N:35]=4)=[CH:24][CH:23]=3)[CH2:11][CH:12]=[C:13]([CH2:14][C:15]([O:17]C(C)(C)C)=[O:16])[C:8]2=[N:7][CH:6]=1)[CH2:2][CH2:3][CH3:4].C(O)(C(F)(F)F)=O>C(Cl)(Cl)Cl>[CH2:1]([C:5]1[N:9]2[CH:10]([C:22]3[CH:27]=[CH:26][C:25]([C:28]4[CH:33]=[CH:32][CH:31]=[CH:30][C:29]=4[C:34]4[NH:38][N:37]=[N:36][N:35]=4)=[CH:24][CH:23]=3)[CH2:11][CH:12]=[C:13]([CH2:14][C:15]([OH:17])=[O:16])[C:8]2=[N:7][CH:6]=1)[CH2:2][CH2:3][CH3:4]. Procedure: To a solution of biphenyl imidazolyl tert-butyl ester (0,039 mmol, the title compound of Example 1445) in 0.5 mL of chloroform is added 0.25 mL of TFA, and the progress of the reaction is monitored by 1H NMR. The resulting solution is stirred at room temperature until the reaction is complete. The mixture is quenched with methanol and concentrated in vacuo. The residue is purified to give the title compound of Example 1446. Starting materials: OC(Br)CCCl, O=C([O-])[O-], CCO, [K+], [K+], O=C1NCCc2c(O)cccc21. Yields the product O=C1NCCc2c(OCCCCl)cccc21. RXN SMILES: [Br:19][CH:20]([CH2:21][CH2:22][Cl:23])[OH:24].[C:13](=[O:14])([O-:15])[O-:16].[CH3:25][CH2:26][OH:27].[K+:17].[K+:18].[OH:1][c:2]1[c:3]2[c:8]([cH:9][cH:10][cH:11]1)[C:7](=[O:12])[NH:6][CH2:5][CH2:4]2>>[O:1]([c:2]1[c:3]2[c:8]([cH:9][cH:10][cH:11]1)[C:7](=[O:12])[NH:6][CH2:5][CH2:4]2)[CH2:20][CH2:21][CH2:22][Cl:23]. Reactants: C(C)(=O)O[BH-](OC(C)=O)OC(C)=O.[Na+] (sodium triacetoxyborohydride), CC1=NC=CC=C1N1C(=NC2=CC=C(C=C2C1=O)F)C=O (3-(2-methyl-pyridin-3-yl)-6-fluoro-3,4-dihydro-quinazolin-4-one-2-carboxaldehyde), N1(CCCC1)CC=1C=C(N)C=CC1 (3-pyrrolidin-1-ylmethylaniline), C(C)(=O)O (acetic acid). Run in ClC(C)Cl (dichloroethane). Conditions: temperature 0 celsius, time 1 hour. Product: FC=1C=C2C(N(C(=NC2=CC1)CNC1=CC(=CC=C1)CN1CCCC1)C=1C(=NC=CC1)C)=O (6-Fluoro-3-(2-methyl-pyridin-3-yl)-2-[(3-pyrrolidin-1-ylmethyl-phenylamino)-methyl]-3H-quinazolin-4-one). As a reaction SMILES: [CH3:1][C:2]1[C:7]([N:8]2[C:17](=[O:18])[C:16]3[C:11](=[CH:12][CH:13]=[C:14]([F:19])[CH:15]=3)[N:10]=[C:9]2[CH:20]=O)=[CH:6][CH:5]=[CH:4][N:3]=1.[N:22]1([CH2:27][C:28]2[CH:29]=[C:30]([CH:32]=[CH:33][CH:34]=2)[NH2:31])[CH2:26][CH2:25][CH2:24][CH2:23]1.C(O)(=O)C.C(O[BH-](OC(=O)C)OC(=O)C)(=O)C.[Na+]>ClC(Cl)C>[F:19][C:14]1[CH:15]=[C:16]2[C:11](=[CH:12][CH:13]=1)[N:10]=[C:9]([CH2:20][NH:31][C:30]1[CH:32]=[CH:33][CH:34]=[C:28]([CH2:27][N:22]3[CH2:23][CH2:24][CH2:25][CH2:26]3)[CH:29]=1)[N:8]([C:7]1[C:2]([CH3:1])=[N:3][CH:4]=[CH:5][CH:6]=1)[C:17]2=[O:18] |f:3.4|. Procedure details: A mixture of 3-(2-methyl-pyridin-3-yl)-6-fluoro-3,4-dihydro-quinazolin-4-one-2-carboxaldehyde (0.158 g, 0.56 mmol), 3-pyrrolidin-1-ylmethylaniline (0.050 g, 0.28 mmol), and acetic acid (0.16 mL, 2.8 mmol) in dichloroethane (15 mL) was chilled to 0° C. and sodium triacetoxyborohydride (0.297 g, 1.4 mmol) was added. The reaction was stirred for 1 hour at 0° C. and then allowed to warm to ambient temperature and stirred for 16 hours. The reaction was quenched by addition of saturated aqueous bicarb... Reactants: C(C1=CC=CC=C1)(=O)OC[C@H]1O[C@H]([C@@H](C1)N=[N+]=[N-])N1C(SC2=C1N=C(NC2=O)N)=O ([(2S,4R,5R)-5-(5-amino-2,7-dioxo-6H-thiazolo[4,5-d]pyrimidin-3-yl)-4-azido-tetrahydrofuran-2-yl]methyl benzoate), C(C1=CC=CC=C1)(=O)OC[C@H]1O[C@H]([C@@H](C1)N=[N+]=[N-])N1C(SC2=C1N=C(NC2=O)N)=O ([(2S,4R,5R)-5-(5-amino-2,7-dioxo-6H-thiazolo[4,5-d]pyrimidin-3-yl)-4-azido-tetrahydrofuran-2-yl]methyl benzoate), C1(=CC=CC=C1)P(C1=CC=CC=C1)C1=CC=CC=C1 (triphenylphosphine), O (water). Run in C1CCOC1 (THF). Reaction conditions: temperature 80 celsius, time 1 hour. Product: C(C1=CC=CC=C1)(=O)OC[C@H]1O[C@H]([C@@H](C1)N)N1C(SC2=C1N=C(NC2=O)N)=O ([(2S,4R,5R)-4-amino-5-(5-amino-2,7-dioxo-6H-thiazolo[4,5-d]pyrimidin-3-yl)tetrahydrofuran-2-yl]methyl benzoate). The yield is 42.6%. RXN SMILES: [C:1]([O:9][CH2:10][C@@H:11]1[CH2:15][C@@H:14]([N:16]=[N+]=[N-])[C@H:13]([N:19]2[C:23]3[N:24]=[C:25]([NH2:29])[NH:26][C:27](=[O:28])[C:22]=3[S:21][C:20]2=[O:30])[O:12]1)(=[O:8])[C:2]1[CH:7]=[CH:6][CH:5]=[CH:4][CH:3]=1.C1(P(C2C=CC=CC=2)C2C=CC=CC=2)C=CC=CC=1.O>C1COCC1>[C:1]([O:9][CH2:10][C@@H:11]1[CH2:15][C@@H:14]([NH2:16])[C@H:13]([N:19]2[C:23]3[N:24]=[C:25]([NH2:29])[NH:26][C:27](=[O:28])[C:22]=3[S:21][C:20]2=[O:30])[O:12]1)(=[O:8])[C:2]1[CH:7]=[CH:6][CH:5]=[CH:4][CH:3]=1. Reported procedure: To a solution of compound [(2S,4R,5R)-5-(5-amino-2,7-dioxo-6H-thiazolo[4,5-d]pyrimidin-3-yl)-4-azido-tetrahydrofuran-2-yl]methyl benzoate (compound 33b, 200 mg, 0.466 mmoL) and triphenylphosphine (364 mg, 1.39 mmoL) in THF (10 mL) was added water (0.5 mL) at room temperature. After being stirred at 80° C. for 1 hour, the reaction was filtered and the filtrate was concentrated in vacuo to afford 80 mg crude product of [(2S,4R,5R)-4-amino-5-(5-amino-2,7-dioxo-6H-thiazolo[4,5-d]pyrimidin-3-yl)tetra...